This data is from the Open Reaction Database (ORD), a public repository of structured organic reaction records. The task is: describe an organic reaction: reactants, conditions, products, and yield Starting materials: ClCC(=O)NC1=CC2=C(N=C(OC2)NC2COC3=C2C=CC(=C3)F)C=C1 (rac-2-Chloro-N-[2-(6-fluoro-2,3-dihydro-benzofuran-3-ylamino)-4H-benzo[d][1,3]oxazin-6-yl]-acetamide), CN1CCNCC1 (1-methylpiperazine). Product: FC1=CC2=C(C(CO2)NC=2OCC3=C(N2)C=CC(=C3)NC(CN3CCN(CC3)C)=O)C=C1 (rac-N-[2-(6-Fluoro-2,3-dihydro-benzofuran-3-ylamino)-4H-benzo[d][1,3]oxazin-6-yl]-2-(4-methyl-piperazin-1-yl)-acetamide). The yield is 99.2%. As a reaction SMILES: Cl[CH2:2][C:3]([NH:5][C:6]1[CH:26]=[CH:25][C:9]2[N:10]=[C:11]([NH:14][CH:15]3[C:19]4[CH:20]=[CH:21][C:22]([F:24])=[CH:23][C:18]=4[O:17][CH2:16]3)[O:12][CH2:13][C:8]=2[CH:7]=1)=[O:4].[CH3:27][N:28]1[CH2:33][CH2:32][NH:31][CH2:30][CH2:29]1>>[F:24][C:22]1[CH:21]=[CH:20][C:19]2[CH:15]([NH:14][C:11]3[O:12][CH2:13][C:8]4[CH:7]=[C:6]([NH:5][C:3](=[O:4])[CH2:2][N:31]5[CH2:32][CH2:33][N:28]([CH3:27])[CH2:29][CH2:30]5)[CH:26]=[CH:25][C:9]=4[N:10]=3)[CH2:16][O:17][C:18]=2[CH:23]=1. Reported procedure: Prepared from rac-2-chloro-N-[2-(6-fluoro-2,3-dihydro-benzofuran-3-ylamino)-4H-benzo[d][1,3]oxazin-6-yl]-acetamide (Example 42 step A) (50 mg, 0.133 mmol, HPLC 1.056 min) and 1-methylpiperazine (300 ul, 2.66 mmol) according to the procedure described for Example 3 step B. Obtained the title compound as a white solid (58 mg, 99%, HPLC 0.468 min 100%), MS (ISP) m/e=440.3 [(M+H)+]. Starting materials: CC(C)N(NC(=O)c1ccccc1)C(=O)COc1ccc(F)cc1Br, O=C([O-])[O-], COCCOC, OB(O)c1ccc(Cl)cc1, [Na+], [Na+]. Product: CC(C)N(NC(=O)c1ccccc1)C(=O)COc1ccc(F)cc1-c1ccc(Cl)cc1. RXN SMILES: [Br:1][c:2]1[c:3]([O:4][CH2:5][C:6](=[O:7])[N:8]([NH:9][C:10]([c:11]2[cH:12][cH:13][cH:14][cH:15][cH:16]2)=[O:17])[CH:18]([CH3:19])[CH3:20])[cH:21][cH:22][c:23]([F:25])[cH:24]1.[C:26](=[O:27])([O-:28])[O-:29].[CH3:42][O:43][CH2:44][CH2:45][O:46][CH3:47].[Cl:32][c:33]1[cH:34][cH:35][c:36]([B:39]([OH:40])[OH:41])[cH:37][cH:38]1.[Na+:30].[Na+:31]>>[c:2]1(-[c:36]2[cH:35][cH:34][c:33]([Cl:32])[cH:38][cH:37]2)[c:3]([O:4][CH2:5][C:6](=[O:7])[N:8]([NH:9][C:10]([c:11]2[cH:12][cH:13][cH:14][cH:15][cH:16]2)=[O:17])[CH:18]([CH3:19])[CH3:20])[cH:21][cH:22][c:23]([F:25])[cH:24]1. The reactants are BrC=1C(=NC=CC1)O (3-bromo-2-hydroxypyridine), CN1N=CC2=CC(=CC=C12)B(O)O (1-methyl-1H-indazol-5-ylboronic acid), C([O-])([O-])=O.[Na+].[Na+] (sodium carbonate). The reagents and catalysts are C1([P]([Pd][P](C2=CC=CC=C2)(C3=CC=CC=C3)C4=CC=CC=C4)(C5=CC=CC=C5)C6=CC=CC=C6)=CC=CC=C1 (bis(triphenylphosphine)palladium). The solvent is CN(C)C=O (DMF), O (H2O). Reaction conditions: temperature 90 celsius. The product is CN1N=CC2=CC(=CC=C12)C=1C(NC=CC1)=O (3-(1-methyl-1H-indazol-5-yl)pyridin-2(1H)-one). RXN SMILES: Br[C:2]1[C:3]([OH:8])=[N:4][CH:5]=[CH:6][CH:7]=1.[CH3:9][N:10]1[C:18]2[C:13](=[CH:14][C:15](B(O)O)=[CH:16][CH:17]=2)[CH:12]=[N:11]1.C(=O)([O-])[O-].[Na+].[Na+]>CN(C=O)C.O.C1(C=CC=CC=1)[P](C1C=CC=CC=1)(C1C=CC=CC=1)[Pd][P](C1C=CC=CC=1)(C1C=CC=CC=1)C1C=CC=CC=1>[CH3:9][N:10]1[C:18]2[C:13](=[CH:14][C:15]([C:2]3[C:3](=[O:8])[NH:4][CH:5]=[CH:6][CH:7]=3)=[CH:16][CH:17]=2)[CH:12]=[N:11]1 |f:2.3.4,^1:39,53|. Procedure: The suspension of 3-bromo-2-hydroxypyridine (80 mg, 0.46 mmol), 1-methyl-1H-indazol-5-ylboronic acid (121 mg, 0.69 mmol) and sodium carbonate (146 mg, 1.38 mmol) in DMF (2.0 mL) and H2O (0.4 mL) was degassed with N2 for 5 minutes. To the mixture was added bis(triphenylphosphine)palladium (II) dichloride (67 mg, 0.09 mmol), and the resulting mixture was heated at 90° C. for 2 h. The reaction mixture was filtered and purified by reverse phase HPLC (Gemini, 5 to 100% ACN/H2O+0.1% TFA) to give the p... Reactants: P(=O)([O-])([O-])[O-].[K+].[K+].[K+] (tripotassium phosphate), CNCCNC (N,N′-dimethylethylenediamine), C(C)OC(=O)C=1C=NNC1 (1H-pyrazole-4-carboxylic acid ethyl ester), ClC1=NC=C(C=C1)C(F)(F)F (2-chloro-5-(trifluoromethyl)pyridine). Reagents/catalysts: [Cu]I (Copper (I) iodide). Solvent: O1CCOCC1 (1,4-dioxane), O (water). Conditions: temperature 120 celsius, time 3 hour. Product: C(C)OC(=O)C=1C=NN(C1)C1=NC=C(C=C1)C(F)(F)F (1-[5-(trifluoromethyl)pyridin-2-yl]-1H-pyrazole-4-carboxylic acid ethyl ester). Isolated yield 12.7%. Reaction SMILES: P([O-])([O-])([O-])=O.[K+].[K+].[K+].CNCCNC.[CH2:15]([O:17][C:18]([C:20]1[CH:21]=[N:22][NH:23][CH:24]=1)=[O:19])[CH3:16].Cl[C:26]1[CH:31]=[CH:30][C:29]([C:32]([F:35])([F:34])[F:33])=[CH:28][N:27]=1>O1CCOCC1.[Cu]I.O>[CH2:15]([O:17][C:18]([C:20]1[CH:21]=[N:22][N:23]([C:26]2[CH:31]=[CH:30][C:29]([C:32]([F:35])([F:34])[F:33])=[CH:28][N:27]=2)[CH:24]=1)=[O:19])[CH3:16] |f:0.1.2.3|. Reported procedure: Copper (I) iodide (2.87 g), tripotassium phosphate (15.89 g) and N,N′-dimethylethylenediamine (4.8 ml) were added to a solution of 1H-pyrazole-4-carboxylic acid ethyl ester (2.1 g) and 2-chloro-5-(trifluoromethyl)pyridine (3.26 g) in 1,4-dioxane (150 ml), and the mixture was stirred at 120° C. for three hours. After completion of the reaction, the reaction solution was cooled to room temperature, water was added therein and extracted with ethyl acetate three times. The organic layer was washed w... The reactants are C(C)OC1=NOC(=C1CN1C(C=2C(C1=O)=CC=CC2)=O)C(=O)OCC (ethyl 3-ethoxy-4-phthalimidomethylisoxazole-5-carboxylate), Cl (HCl). Solvent: [OH-].[Na+] (NaOH). The product is Cl.NCC=1C(=NOC1C(=O)O)OCC (4-Aminomethyl-3-ethoxyisoxazole-5-carboxylic Acid Hydrochloride). Yield: 82.0%. As a reaction SMILES: [CH2:1]([O:3][C:4]1[C:8]([CH2:9][N:10]2C(=O)C3=CC=CC=C3C2=O)=[C:7]([C:21]([O:23]CC)=[O:22])[O:6][N:5]=1)[CH3:2].[ClH:26]>[OH-].[Na+]>[ClH:26].[NH2:10][CH2:9][C:8]1[C:4]([O:3][CH2:1][CH3:2])=[N:5][O:6][C:7]=1[C:21]([OH:23])=[O:22] |f:2.3,4.5|. Procedure: A solution of ethyl 3-ethoxy-4-phthalimidomethylisoxazole-5-carboxylate in 1 M NaOH was boiled under reflux for 45 min. The mixture was cooled, added concd HCl and extracted with diethylether (3×400 ml). The organic extracts were concentrated in vacuo, added 1 M HCl (600 mL) and boiled under reflux for 1 h. After cooling the mixture was washed with diethylether (3×600 mL) and concentrated in vacuo to give a crude product which was recrystallized (acetic acid) to yield the title compound (1.5 g, ...